This data is from the Open Reaction Database (ORD), a public repository of structured organic reaction records. The task is: describe an organic reaction: reactants, conditions, products, and yield Starting materials: CC1=NOC(=C1)C(=O)Cl (3-methylisoxazole-5-carbonyl chloride), NC1=NC(=NC2=CC(=C(C=C12)OC)OC)N1CCNCC1 (4-amino-6,7-dimethoxy-2-(1-piperazinyl) quinazoline). Solvent: O1CCOCC1 (dioxane), O1CCOCC1 (dioxane). Conditions: temperature 20 celsius, time 2.5 hour. Product: Cl.NC1=NC(=NC2=CC(=C(C=C12)OC)OC)N1CCN(CC1)C(=O)C1=CC(=NO1)C (4-Amino-6,7-dimethoxy-2-[4-(3-methylisoxazole-5-carbonyl)piperazin-1-yl]quinazoline Hydrochloride). As a reaction SMILES: [CH3:1][C:2]1[CH:6]=[C:5]([C:7]([Cl:9])=[O:8])[O:4][N:3]=1.[NH2:10][C:11]1[C:20]2[C:15](=[CH:16][C:17]([O:23][CH3:24])=[C:18]([O:21][CH3:22])[CH:19]=2)[N:14]=[C:13]([N:25]2[CH2:30][CH2:29][NH:28][CH2:27][CH2:26]2)[N:12]=1>O1CCOCC1>[ClH:9].[NH2:10][C:11]1[C:20]2[C:15](=[CH:16][C:17]([O:23][CH3:24])=[C:18]([O:21][CH3:22])[CH:19]=2)[N:14]=[C:13]([N:25]2[CH2:30][CH2:29][N:28]([C:7]([C:5]3[O:4][N:3]=[C:2]([CH3:1])[CH:6]=3)=[O:8])[CH2:27][CH2:26]2)[N:12]=1 |f:3.4|. Reported procedure: A solution of 3-methylisoxazole-5-carbonyl chloride (0.73 g., 5.02 mmole) in dioxane was added to a solution of 4-amino-6,7-dimethoxy-2-(1-piperazinyl) quinazoline (1.45 g., 5.02 mmole) in dioxane. The mixture was heated briefly, then was stirred at 20° C. for 2.5 hours. Workup as in Example 1 gave the title compound having a m.p. of 263°-264° C. with decomposition. The reactants are Cl (hydrochloric acid), C(#N)C=1C=CC=2C(C3=CC(=CC=C3S(C2C1)(=O)=O)C)=O (3-Cyano-7-methylthioxanthone-10,10-dioxide), [N-]=[N+]=[N-].[Na+] (sodium azide), [Cl-].[NH4+] (ammonium chloride). The solvent is CN(C=O)C (dimethyl formamide). Yields the product CC1=CC=C2S(C=3C=C(C=CC3C(C2=C1)=O)C1=NN=NN1)(=O)=O (7-methyl-3-(5-tetrazolyl)thioxanthone-10, 10-dioxide). RXN SMILES: [C:1]([C:3]1[CH:4]=[CH:5][C:6]2[C:7](=[O:20])[C:8]3[C:13]([S:14](=[O:18])(=[O:17])[C:15]=2[CH:16]=1)=[CH:12][CH:11]=[C:10]([CH3:19])[CH:9]=3)#[N:2].[N-:21]=[N+:22]=[N-:23].[Na+].[Cl-].[NH4+].Cl>CN(C)C=O>[CH3:19][C:10]1[CH:9]=[C:8]2[C:13]([S:14](=[O:17])(=[O:18])[C:15]3[CH:16]=[C:3]([C:1]4[NH:23][N:22]=[N:21][N:2]=4)[CH:4]=[CH:5][C:6]=3[C:7]2=[O:20])=[CH:12][CH:11]=1 |f:1.2,3.4|. Reported procedure: 3-Cyano-7-methylthioxanthone-10,10-dioxide (0.36 g), sodium azide (0.091 g), ammonium chloride (0.081 g) and dimethyl formamide (5.0 ml) were heated together on the steam bath for 7 hrs., poured on to ice and hydrochloric acid, and the precipitated tetrazole filtered off, washed with water and recrystallised from acetic acid, m.p. 267° C (decomposes). Reaction SMILES: Cl.[NH2:2][C@@H:3]1[CH2:8][CH2:7][C@H:6]([NH:9][C:10]([C:12]2[C:16]3[N:17]=[CH:18][N:19]=[C:20]([C:21]4[CH:26]=[C:25]([F:27])[C:24]([O:28][CH3:29])=[CH:23][C:22]=4[O:30][CH2:31][CH:32]4[CH2:34][CH2:33]4)[C:15]=3[NH:14][C:13]=2[CH3:35])=[O:11])[CH2:5][CH2:4]1.C([O:39][C@@H:40]([CH3:44])[C:41](Cl)=[O:42])(=O)C>>[CH:32]1([CH2:31][O:30][C:22]2[CH:23]=[C:24]([O:28][CH3:29])[C:25]([F:27])=[CH:26][C:21]=2[C:20]2[C:15]3[NH:14][C:13]([CH3:35])=[C:12]([C:10]([NH:9][C@H:6]4[CH2:7][CH2:8][C@@H:3]([NH:2][C:41](=[O:42])[C@@H:40]([OH:39])[CH3:44])[CH2:4][CH2:5]4)=[O:11])[C:16]=3[N:17]=[CH:18][N:19]=2)[CH2:34][CH2:33]1 |f:0.1|. Procedure details: Starting from N-(cis-4-aminocyclohexyl)-4-[2-(cyclopropylmethoxy)-5-fluoro-4-methoxyphenyl]-6-methyl-5H-pyrrolo[3,2-d]pyrimidine-7-carboxamide hydrochloride (example D.f46) and commercially available (2S)-1-chloro-1-oxopropan-2-yl acetate the title compound is obtained as colorless solid. The product is C1(CC1)COC1=C(C=C(C(=C1)OC)F)C=1C2=C(N=CN1)C(=C(N2)C)C(=O)N[C@@H]2CC[C@@H](CC2)NC([C@H](C)O)=O (4-[2-(Cyclopropylmethoxy)-5-fluoro-4-methoxyphenyl]-N-(cis-4-{[(2S)-2-hydroxypropanoyl]amino}cyclohexyl)-6-methyl-5H-pyrrolo[3,2-d]pyrimidine-7-carboxamide). Reactants: Cl.N[C@H]1CC[C@H](CC1)NC(=O)C1=C(NC2=C1N=CN=C2C2=C(C=C(C(=C2)F)OC)OCC2CC2)C (N-(cis-4-aminocyclohexyl)-4-[2-(cyclopropylmethoxy)-5-fluoro-4-methoxyphenyl]-6-methyl-5H-pyrrolo[3,2-d]pyrimidine-7-carboxamide hydrochloride), C(C)(=O)O[C@H](C(=O)Cl)C ((2S)-1-chloro-1-oxopropan-2-yl acetate). Starting materials: CC(C)(C)[Si](C)(C)OCCNC1CCCN(c2ccc3c(C(=O)NCC4CCCCC4)c(Cl)ccc3n2)C1, Cl. Yields the product O=C(NCC1CCCCC1)c1c(Cl)ccc2nc(N3CCCC(NCCO)C3)ccc12. RXN SMILES: [Cl:1][c:2]1[c:3]([C:29](=[O:30])[NH:31][CH2:32][CH:33]2[CH2:34][CH2:35][CH2:36][CH2:37][CH2:38]2)[c:4]2[cH:5][cH:6][c:7]([N:12]3[CH2:13][CH:14]([NH:18][CH2:19][CH2:20][O:21][Si:22]([C:23]([CH3:24])([CH3:25])[CH3:26])([CH3:27])[CH3:28])[CH2:15][CH2:16][CH2:17]3)[n:8][c:9]2[cH:10][cH:11]1.[ClH:39]>>[Cl:1][c:2]1[c:3]([C:29](=[O:30])[NH:31][CH2:32][CH:33]2[CH2:34][CH2:35][CH2:36][CH2:37][CH2:38]2)[c:4]2[cH:5][cH:6][c:7]([N:12]3[CH2:13][CH:14]([NH:18][CH2:19][CH2:20][OH:21])[CH2:15][CH2:16][CH2:17]3)[n:8][c:9]2[cH:10][cH:11]1. Reactants: C1(CC(CCC1)=O)=O (1,3-Cyclohexanedione), FC(C1=CC=C(C=O)C=C1)(F)F (4-trifluoromethylbenzaldehyde), NC1=NNC=C1 (3-aminopyrazole). Yields the product FC(C1=CC=C(C=C1)C1N2C(NC=3CCCC(C13)=O)=CC=N2)(F)F (9-[4-(Trifluoromethyl)phenyl]-5,6,7,9-tetrahydropyrazolo[5,1-b]quinazolin-8(4H)-one). Reaction SMILES: [C:1]1(=[O:8])[CH2:6][CH2:5][CH2:4][C:3](=O)[CH2:2]1.[F:9][C:10]([F:20])([F:19])[C:11]1[CH:18]=[CH:17][C:14]([CH:15]=O)=[CH:13][CH:12]=1.[NH2:21][C:22]1[CH:26]=[CH:25][NH:24][N:23]=1>>[F:9][C:10]([F:20])([F:19])[C:11]1[CH:18]=[CH:17][C:14]([CH:15]2[C:2]3[C:1](=[O:8])[CH2:6][CH2:5][CH2:4][C:3]=3[NH:21][C:22]3=[CH:26][CH:25]=[N:24][N:23]23)=[CH:13][CH:12]=1. Procedure details: 1,3-Cyclohexanedione, 4-trifluoromethylbenzaldehyde and 3-aminopyrazole were processed as described in General Procedure A to provide the title compound. The reactants are COCCC(=O)N1C2=C(NC([C@H]([C@@H]1C)NC([C@H](C)N(C(OC(C)(C)C)=O)C)=O)=O)C=CC=C2 (tert-butyl(S)-1-((2S,3S)-1-(3-methoxypropanoyl)-2-methyl-4-oxo-2,3,4,5-tetrahydro-1H-benzo[b][1,4]diazepin-3-ylamino)-1-oxopropan-2-yl(methyl)carbamate), BrC=1C=C2C=CC(=C(C2=CC1)CCl)OC (6-bromo-1-(chloromethyl)-2-methoxynaphthalene), C([O-])([O-])=O.[Cs+].[Cs+] (cesium carbonate), [I-].[Na+] (sodium iodide). Run in CCOC(=O)C (EtOAc), CN(C)C=O (DMF). Run at time 16 hour. Product: BrC=1C=C2C=CC(=C(C2=CC1)CN1C2=C(N([C@H]([C@@H](C1=O)NC([C@H](C)N(C(OC(C)(C)C)=O)C)=O)C)C(CCOC)=O)C=CC=C2)OC (tert-butyl(S)-1-((3S,4S)-1-((6-bromo-2-methoxynaphthalen-1-yl)methyl)-5-(3-methoxypropanoyl)-4-methyl-2-oxo-2,3,4,5-tetrahydro-1H-benzo[b][1,4]diazepin-3-ylamino)-1-oxopropan-2-yl(methyl)carbamate). The yield is 74.0%. As a reaction SMILES: [CH3:1][O:2][CH2:3][CH2:4][C:5]([N:7]1[C@@H:13]([CH3:14])[C@H:12]([NH:15][C:16](=[O:28])[C@@H:17]([N:19]([CH3:27])[C:20](=[O:26])[O:21][C:22]([CH3:25])([CH3:24])[CH3:23])[CH3:18])[C:11](=[O:29])[NH:10][C:9]2[CH:30]=[CH:31][CH:32]=[CH:33][C:8]1=2)=[O:6].[Br:34][C:35]1[CH:36]=[C:37]2[C:42](=[CH:43][CH:44]=1)[C:41]([CH2:45]Cl)=[C:40]([O:47][CH3:48])[CH:39]=[CH:38]2.C(=O)([O-])[O-].[Cs+].[Cs+].[I-].[Na+]>CN(C=O)C.CCOC(C)=O>[Br:34][C:35]1[CH:36]=[C:37]2[C:42](=[CH:43][CH:44]=1)[C:41]([CH2:45][N:10]1[C:11](=[O:29])[C@@H:12]([NH:15][C:16](=[O:28])[C@@H:17]([N:19]([CH3:27])[C:20](=[O:26])[O:21][C:22]([CH3:24])([CH3:25])[CH3:23])[CH3:18])[C@H:13]([CH3:14])[N:7]([C:5](=[O:6])[CH2:4][CH2:3][O:2][CH3:1])[C:8]3[CH:33]=[CH:32][CH:31]=[CH:30][C:9]1=3)=[C:40]([O:47][CH3:48])[CH:39]=[CH:38]2 |f:2.3.4,5.6|. Procedure details: To a rt solution of tert-butyl(S)-1-((2S,3S)-1-(3-methoxypropanoyl)-2-methyl-4-oxo-2,3,4,5-tetrahydro-1H-benzo[b][1,4]diazepin-3-ylamino)-1-oxopropan-2-yl(methyl)carbamate (46 mg, 99.5 μmol) in DMF (249 μl) was added 6-bromo-1-(chloromethyl)-2-methoxynaphthalene (34.1 mg, 119 μmol), cesium carbonate (42.1 mg, 129 μmol), and sodium iodide (19.4 mg, 129 μmol). The reaction was stirred at rt for 16 h, then diluted with EtOAc, washed with H2O and sat. aq. NaCl, dried over Na2SO4, filtered, and conce... Starting materials: [H-].[Na+] (sodium hydride), COC(C(C1=CC=C(C=C1)O)=O)=O (4-hydroxy-alpha-oxobenzeneacetic acid methyl ester), BrCC=CC1=CC2=CC=CC=C2C=C1 (2-(3-bromo-1-propenyl)naphthalene). Solvent: CN(C=O)C (dimethylformamide). Conditions: temperature 60 celsius, time 15 minute. Product: COC(C(C1=CC=C(C=C1)OC\C=C\C1=CC2=CC=CC=C2C=C1)=O)=O ((E)-4-[[3-(2-naphthalenyl)-2-propenyl]oxy]-alpha-oxobenzeneacetic acid methyl ester). Isolated yield 48.9%. Reaction SMILES: [CH3:1][O:2][C:3](=[O:13])[C:4](=[O:12])[C:5]1[CH:10]=[CH:9][C:8]([OH:11])=[CH:7][CH:6]=1.[H-].[Na+].Br[CH2:17][CH:18]=[CH:19][C:20]1[CH:29]=[CH:28][C:27]2[C:22](=[CH:23][CH:24]=[CH:25][CH:26]=2)[CH:21]=1>CN(C)C=O>[CH3:1][O:2][C:3](=[O:13])[C:4](=[O:12])[C:5]1[CH:10]=[CH:9][C:8]([O:11][CH2:17]/[CH:18]=[CH:19]/[C:20]2[CH:29]=[CH:28][C:27]3[C:22](=[CH:23][CH:24]=[CH:25][CH:26]=3)[CH:21]=2)=[CH:7][CH:6]=1 |f:1.2|. Procedure: A stirred mixture of 4-hydroxy-alpha-oxobenzeneacetic acid methyl ester (1.01 g) in dimethylformamide (10 mL) under argon was treated with 55% sodium hydride (0.262 g), stirred for 15 minutes and treated with 2-(3-bromo-1-propenyl)naphthalene (1.7 g). The mixture was heated at 60° C. overnight and worked up as in Example 20. The material from dichloromethane extraction was purified by HPLC (dichloromethane-hexane; 4:1) and crystallized from dichloromethane-diethyl ether to provide 0.95 g of (E)-...